Task: describe an organic reaction: reactants, conditions, products, and yield. Dataset: the Open Reaction Database (ORD), a public repository of structured organic reaction records Starting materials: [Se](=O)=O (selenium dioxide), O1CCOCC1 (dioxane), S(=O)(=O)(C)NC=1SC=C(N1)CC(=O)OCC (Ethyl 2-(2-mesylamino-1,3-thiazol-4-yl)acetate). Reaction SMILES: [Se](=O)=O.[O:4]1CCOCC1.[S:10]([NH:14][C:15]1[S:16][CH:17]=[C:18]([CH2:20][C:21]([O:23][CH2:24][CH3:25])=[O:22])[N:19]=1)([CH3:13])(=[O:12])=[O:11]>O>[S:10]([NH:14][C:15]1[S:16][CH:17]=[C:18]([C:20](=[O:4])[C:21]([O:23][CH2:24][CH3:25])=[O:22])[N:19]=1)([CH3:13])(=[O:11])=[O:12]. Reported procedure: A mixture of selenium dioxide (11.1 g.), dioxane (250 ml.) and water (5 ml.) was stirred for 15 minutes at 110° to 115° C. to give yellow solution. Ethyl 2-(2-mesylamino-1,3-thiazol-4-yl)acetate (26.4 g) was added thereto with stirring at the same temperature. After stirring for 1 hour, the reaction mixture was decanted with heating and cooled to precipitate yellow crystals. The crystals were collected by filtration, washed with dioxane and ether and dried to give ethyl 2-(2-mesylamino-1,3-thiaz... The solvent is O (water). Reaction conditions: time 15 minute. Product: S(=O)(=O)(C)NC=1SC=C(N1)C(C(=O)OCC)=O (ethyl 2-(2-mesylamino-1,3-thiazol-4-yl)glyoxylate). Reactants: [OH-].[Na+] (sodium hydroxide), CO (methanol), C(C1=CC=CC=C1)(=O)NC1=C(C(=O)OC)C=CC(=C1)C#CC1=CC=CC=C1 (methyl 2-(benzamido)-4-(phenylethynyl)benzoate). The solvent is O1CCCC1 (tetrahydrofuran). Run at time 30 minute. Product: C(C1=CC=CC=C1)(=O)NC1=C(C(=O)O)C=CC(=C1)C#CC1=CC=CC=C1 (2-(benzamido)-4-(phenylethynyl)benzoic acid). As a reaction SMILES: [OH-].[Na+].CO.[C:5]([NH:13][C:14]1[CH:23]=[C:22]([C:24]#[C:25][C:26]2[CH:31]=[CH:30][CH:29]=[CH:28][CH:27]=2)[CH:21]=[CH:20][C:15]=1[C:16]([O:18]C)=[O:17])(=[O:12])[C:6]1[CH:11]=[CH:10][CH:9]=[CH:8][CH:7]=1>O1CCCC1>[C:5]([NH:13][C:14]1[CH:23]=[C:22]([C:24]#[C:25][C:26]2[CH:31]=[CH:30][CH:29]=[CH:28][CH:27]=2)[CH:21]=[CH:20][C:15]=1[C:16]([OH:18])=[O:17])(=[O:12])[C:6]1[CH:7]=[CH:8][CH:9]=[CH:10][CH:11]=1 |f:0.1|. Procedure: 0.24 mL of 2.0 mol/L aqueous sodium hydroxide was added dropwise to a mixed solution of 1 mL of methanol and 2 mL of tetrahydrofuran containing 0.13 g of methyl 2-(benzamido)-4-(phenylethynyl)benzoate at room temperature and stirred at the same temperature for 1 hour and 30 minutes. The solvent was evaporated under reduced pressure and water was added and pH was adjusted to pH 4.0 while ice-cooled with 1.0 mol/L hydrochloric acid. A solid substance was separated by filtration to obtain 0.11 g of... Reactants: [OH-] (hydroxide), N1=C(C(=CC=C1)C)C (2-3-Lutidine), CI (methyl iodide), C(CC(O)(C(=O)O)CC(=O)O)(=O)O (citric acid), halide. Yields the product C(CC(O)(C(=O)[O-])CC(=O)[O-])(=O)[O-].C[N+]1=C(C(=CC=C1)C)C.C[N+]1=C(C(=CC=C1)C)C.C[N+]1=C(C(=CC=C1)C)C (N-methyl-2,3-dimethylpyridinium citrate). Reaction SMILES: [N:1]1[CH:6]=[CH:5][CH:4]=[C:3]([CH3:7])[C:2]=1[CH3:8].CI.[OH-].[C:12]([OH:24])(=[O:23])[CH2:13][C:14]([CH2:19][C:20]([OH:22])=[O:21])([C:16]([OH:18])=[O:17])[OH:15]>>[C:12]([O-:24])(=[O:23])[CH2:13][C:14]([CH2:19][C:20]([O-:22])=[O:21])([C:16]([O-:18])=[O:17])[OH:15].[CH3:12][N+:1]1[CH:6]=[CH:5][CH:4]=[C:3]([CH3:7])[C:2]=1[CH3:8].[CH3:12][N+:1]1[CH:6]=[CH:5][CH:4]=[C:3]([CH3:7])[C:2]=1[CH3:8].[CH3:12][N+:1]1[CH:6]=[CH:5][CH:4]=[C:3]([CH3:7])[C:2]=1[CH3:8] |f:4.5.6.7|. Procedure: 2-3-Lutidine is reacted with methyl iodide; the halide intermediate is converted to the hydroxide with Rexyn 201, and then reacted with citric acid. Reactants: NC1=C(C=CC2=CC(=CC=C12)Br)NC(=O)[C@H]1N([C@H]2CC[C@@H]1C2)C(=O)OC(C)(C)C ((1S,3S,4R)-tert-butyl 3-(1-amino-6-bromonaphthalen-2-ylcarbamoyl)-2-azabicyclo[2.2.1]heptane-2-carboxylate), [OH-].[Na+] (NaOH), CC(=O)O (AcOH). The solvent is C(C)(=O)OCC (ethyl acetate). Run at temperature 50 celsius, time 14 hour. Product: BrC=1C=C2C=CC3=C(NC(=N3)[C@H]3N([C@H]4CC[C@@H]3C4)C(=O)OC(C)(C)C)C2=CC1 ((1S,3S,4R)-tert-butyl 3-(7-bromo-1H-naphtho[1,2-d]imidazol-2-yl)-2-azabicyclo[2.2.1]heptane-2-carboxylate). Yield: 93.3%. Reaction SMILES: [NH2:1][C:2]1[C:11]2[C:6](=[CH:7][C:8]([Br:12])=[CH:9][CH:10]=2)[CH:5]=[CH:4][C:3]=1[NH:13][C:14]([C@@H:16]1[C@H:21]2[CH2:22][C@H:18]([CH2:19][CH2:20]2)[N:17]1[C:23]([O:25][C:26]([CH3:29])([CH3:28])[CH3:27])=[O:24])=O.CC(O)=O.[OH-].[Na+]>C(OCC)(=O)C>[Br:12][C:8]1[CH:7]=[C:6]2[C:11](=[CH:10][CH:9]=1)[C:2]1[NH:1][C:14]([C@@H:16]3[C@H:21]4[CH2:22][C@H:18]([CH2:19][CH2:20]4)[N:17]3[C:23]([O:25][C:26]([CH3:29])([CH3:28])[CH3:27])=[O:24])=[N:13][C:3]=1[CH:4]=[CH:5]2 |f:2.3|. Procedure details: (1S,3S,4R)-tert-butyl 3-(1-amino-6-bromonaphthalen-2-ylcarbamoyl)-2-azabicyclo[2.2.1]heptane-2-carboxylate (2.01 g, 4.36 mmol) was suspended in AcOH (8.73 mL, 152.7 mmol) and placed in a preheated 50° C. oil bath. The suspension was let stir at 50° C. for 4 hours and at room temperature for 14 hours. Upon completion, the reaction mixture was diluted with ethyl acetate and aqueous NaOH (6M, 25.4 mL, 152.7 mmol) was added slowly with stirring. The layers were separated and the aqueous layer was ba... The reactants are CC(=O)Nc1ccc(S(=O)(=O)NCCCBr)cc1, CN(C)C=O, Cl, [K+], [K+], COc1ccc(Cc2cnc(N)nc2N)cc1O, O=C([O-])[O-]. Yields the product COc1ccc(Cc2cnc(N)nc2N)cc1OCCCNS(=O)(=O)c1ccc(NC(C)=O)cc1. Reaction SMILES: [Br:20][CH2:21][CH2:22][CH2:23][NH:24][S:25](=[O:26])([c:27]1[cH:28][cH:29][c:30]([NH:33][C:34]([CH3:35])=[O:36])[cH:31][cH:32]1)=[O:37].[CH3:44][N:45]([CH3:46])[CH:47]=[O:48].[ClH:1].[K+:38].[K+:39].[NH2:2][c:3]1[n:4][cH:5][c:6]([CH2:10][c:11]2[cH:12][c:13]([OH:19])[c:14]([O:17][CH3:18])[cH:15][cH:16]2)[c:7]([NH2:9])[n:8]1.[O-:40][C:41]([O-:42])=[O:43]>>[NH2:2][c:3]1[n:4][cH:5][c:6]([CH2:10][c:11]2[cH:12][c:13]([O:19][CH2:21][CH2:22][CH2:23][NH:24][S:25](=[O:26])([c:27]3[cH:28][cH:29][c:30]([NH:33][C:34]([CH3:35])=[O:36])[cH:31][cH:32]3)=[O:37])[c:14]([O:17][CH3:18])[cH:15][cH:16]2)[c:7]([NH2:9])[n:8]1. Starting materials: COc1cc(NC(=O)CC#N)c(Cl)cc1Cl, CCOc1ccc(N)cc1I, CCOC(OCC)OCC, CC(C)O. Product: CCOc1ccc(NC=C(C#N)C(=O)Nc2cc(OC)c(Cl)cc2Cl)cc1I. RXN SMILES: [C:1](#[N:2])[CH2:3][C:4](=[O:5])[NH:6][c:7]1[c:8]([Cl:16])[cH:9][c:10]([Cl:15])[c:11]([O:13][CH3:14])[cH:12]1.[CH2:17]([CH3:18])[O:19][c:20]1[c:21]([I:27])[cH:22][c:23]([NH2:26])[cH:24][cH:25]1.[CH2:28]([O:29][CH:30]([O:31][CH2:32][CH3:33])[O:34][CH2:35][CH3:36])[CH3:37].[CH:38]([OH:39])([CH3:40])[CH3:41]>>[C:1](#[N:2])[C:3]([C:4](=[O:5])[NH:6][c:7]1[c:8]([Cl:16])[cH:9][c:10]([Cl:15])[c:11]([O:13][CH3:14])[cH:12]1)=[CH:28][NH:26][c:23]1[cH:22][c:21]([I:27])[c:20]([O:19][CH2:17][CH3:18])[cH:25][cH:24]1. The reactants are CC(C)(C)CO, CN(C)C=O, N#Cc1ccc(Cl)c([N+](=O)[O-])c1, Cl, [H-], [Na+]. Yields the product CC(C)(C)COc1ccc(C#N)cc1[N+](=O)[O-]. RXN SMILES: [CH2:13]([C:14]([CH3:15])([CH3:16])[CH3:17])[OH:18].[CH3:22][N:23]([CH3:24])[CH:25]=[O:26].[Cl:1][c:2]1[c:3]([N+:10](=[O:11])[O-:12])[cH:4][c:5]([C:6]#[N:7])[cH:8][cH:9]1.[ClH:21].[H-:19].[Na+:20]>>[c:2]1([O:18][CH2:13][C:14]([CH3:15])([CH3:16])[CH3:17])[c:3]([N+:10](=[O:11])[O-:12])[cH:4][c:5]([C:6]#[N:7])[cH:8][cH:9]1.